From a dataset of the Open Reaction Database (ORD), a public repository of structured organic reaction records. describe an organic reaction: reactants, conditions, products, and yield Starting materials: Fc1cc(Br)cnc1Br, CCCCCCCCOc1ccc(B(O)O)cc1, CCO, Cc1ccccc1, [Na+], [Na+], O=C([O-])[O-], O, c1ccc(P(c2ccccc2)(c2ccccc2)[Pd](P(c2ccccc2)(c2ccccc2)c2ccccc2)(P(c2ccccc2)(c2ccccc2)c2ccccc2)P(c2ccccc2)(c2ccccc2)c2ccccc2)cc1. Product: CCCCCCCCOc1ccc(-c2ncc(Br)cc2F)cc1. Reaction SMILES: [Br:1][c:2]1[n:3][cH:4][c:5]([Br:9])[cH:6][c:7]1[F:8].[CH2:10]([CH2:11][CH2:12][CH2:13][CH2:14][CH2:15][CH2:16][CH3:17])[O:18][c:19]1[cH:20][cH:21][c:22]([B:25]([OH:26])[OH:27])[cH:23][cH:24]1.[CH3:34][CH2:35][OH:36].[CH3:37][c:38]1[cH:39][cH:40][cH:41][cH:42][cH:43]1.[Na+:28].[Na+:29].[O-:30][C:31](=[O:32])[O-:33].[OH2:121].[cH:44]1[cH:45][cH:46][c:47]([P:48]([Pd:49]([P:50]([c:51]2[cH:52][cH:53][cH:54][cH:55][cH:56]2)([c:57]2[cH:58][cH:59][cH:60][cH:61][cH:62]2)[c:63]2[cH:64][cH:65][cH:66][cH:67][cH:68]2)([P:69]([c:70]2[cH:71][cH:72][cH:73][cH:74][cH:75]2)([c:76]2[cH:77][cH:78][cH:79][cH:80][cH:81]2)[c:82]2[cH:83][cH:84][cH:85][cH:86][cH:87]2)[P:88]([c:89]2[cH:90][cH:91][cH:92][cH:93][cH:94]2)([c:95]2[cH:96][cH:97][cH:98][cH:99][cH:100]2)[c:101]2[cH:102][cH:103][cH:104][cH:105][cH:106]2)([c:107]2[cH:108][cH:109][cH:110][cH:111][cH:112]2)[c:113]2[cH:114][cH:115][cH:116][cH:117][cH:118]2)[cH:119][cH:120]1>>[c:2]1(-[c:22]2[cH:21][cH:20][c:19]([O:18][CH2:10][CH2:11][CH2:12][CH2:13][CH2:14][CH2:15][CH2:16][CH3:17])[cH:24][cH:23]2)[n:3][cH:4][c:5]([Br:9])[cH:6][c:7]1[F:8]. Reactants: CC(C)N1C2=CC=CC=C2C(=C1/C=C/[C@@H](C[C@@H](CC(=O)OC)O)O)C3=CC=C(C=C3)F (fluvastatin methyl ester), CCO (EtOH), [OH-].[Na+] (NaOH). Yields the product CC(C)N1C=2C=CC=CC2C(=C1/C=C/C(CC(CC(=O)[O-])O)O)C=3C=CC(=CC3)F.[Na+] (fluvastatin sodium). Procedure: A 250 round bottom flask was loaded with fluvastatin methyl ester (12.0 g), EtOH (60 ml), water (36 ml) and NaOH (1 eq.). After 2 h the ethanol was evaporated and the residue was divided to 4 fractions. Water was added (completing to 20 vol) and extracted twice with ethyl acetate. The product was isolated by distillation of water to obtain wet fluvastatin sodium crystal Form LXXVI. (the sample was kept at room temperature for 3 days). As a reaction SMILES: [CH3:1][CH:2]([N:4]1[C:12](/[CH:13]=[CH:14]/[C@H:15]([OH:24])[CH2:16][C@H:17]([OH:23])[CH2:18][C:19]([O:21]C)=[O:20])=[C:11]([C:25]2[CH:30]=[CH:29][C:28]([F:31])=[CH:27][CH:26]=2)[C:10]2[C:5]1=[CH:6][CH:7]=[CH:8][CH:9]=2)[CH3:3].CCO.[OH-].[Na+:36]>O>[CH3:3][CH:2]([N:4]1[C:12](/[CH:13]=[CH:14]/[CH:15]([OH:24])[CH2:16][CH:17]([OH:23])[CH2:18][C:19]([O-:21])=[O:20])=[C:11]([C:25]2[CH:26]=[CH:27][C:28]([F:31])=[CH:29][CH:30]=2)[C:10]2[CH:9]=[CH:8][CH:7]=[CH:6][C:5]1=2)[CH3:1].[Na+:36] |f:2.3,5.6|. The solvent is O (water). Reactants: CCOC(=O)C1(C2CN(C(C)c3ccccc3)C(=O)C2F)CCC1, CO, [Na+], [OH-]. The product is CC(c1ccccc1)N1CC(C2(C(=O)O)CCC2)C(F)C1=O. RXN SMILES: [CH2:1]([CH3:2])[O:3][C:4](=[O:5])[C:6]1([CH:10]2[CH:11]([F:24])[C:12](=[O:23])[N:13]([CH:15]([CH3:16])[c:17]3[cH:18][cH:19][cH:20][cH:21][cH:22]3)[CH2:14]2)[CH2:7][CH2:8][CH2:9]1.[CH3:27][OH:28].[Na+:26].[OH-:25]>>[O:3]=[C:4]([OH:5])[C:6]1([CH:10]2[CH:11]([F:24])[C:12](=[O:23])[N:13]([CH:15]([CH3:16])[c:17]3[cH:18][cH:19][cH:20][cH:21][cH:22]3)[CH2:14]2)[CH2:7][CH2:8][CH2:9]1. Reactants: CCOC(=O)Cc1cccc(OCC=C(C)c2ccc(-c3ccc(Br)cc3)cc2)c1, CCO, CCOC(C)=O, Cl, [Na+], [OH-]. The product is CC(=CCOc1cccc(CC(=O)O)c1)c1ccc(-c2ccc(Br)cc2)cc1. As a reaction SMILES: [CH2:1]([CH3:2])[O:3][C:4]([CH2:5][c:6]1[cH:7][c:8]([O:12][CH2:13][CH:14]=[C:15]([CH3:16])[c:17]2[cH:18][cH:19][c:20](-[c:23]3[cH:24][cH:25][c:26]([Br:29])[cH:27][cH:28]3)[cH:21][cH:22]2)[cH:9][cH:10][cH:11]1)=[O:30].[CH3:31][CH2:32][OH:33].[CH3:37][CH2:38][O:39][C:40](=[O:41])[CH3:42].[ClH:36].[Na+:35].[OH-:34]>>[O:3]=[C:4]([CH2:5][c:6]1[cH:7][c:8]([O:12][CH2:13][CH:14]=[C:15]([CH3:16])[c:17]2[cH:18][cH:19][c:20](-[c:23]3[cH:24][cH:25][c:26]([Br:29])[cH:27][cH:28]3)[cH:21][cH:22]2)[cH:9][cH:10][cH:11]1)[OH:30]. Reactants: C([O-])([O-])=O.[Na+].[Na+] (sodium carbonate), C(C)(C)(C)OC(NCC1=CC=C(C=C1)CN1C(=NC=2C(=NC=3C=C(C=CC3C21)Br)N)COCC)=O (tert-Butyl[4-(4-amino-7-bromo-2-ethoxymethyl-1H-imidazo[4,5-c]quinolin-1-ylmethyl)benzyl]carbamate), B1(OCCCO1)C2=CN=CC=C2 (pyridine-3-boronic acid 1,3-propanediol cyclic ester), C(CC)O (n-propanol). Reagents/catalysts: C1(=CC=CC=C1)P(C1=CC=CC=C1)C1=CC=CC=C1 (triphenylphosphine). Solvent: O (water). Run at temperature 105 celsius. Yields the product C(C)(C)(C)OC(NCC1=CC=C(C=C1)CN1C(=NC=2C(=NC=3C=C(C=CC3C21)C=2C=NC=CC2)N)COCC)=O (tert-butyl{4-[4-amino-2-ethoxymethyl-7-(pyridin-3-yl)-1H-imidazo[4,5-c]quinolin-1-ylmethyl]benzyl}carbamate). The yield is 64.1%. Reaction SMILES: [C:1]([O:5][C:6](=[O:35])[NH:7][CH2:8][C:9]1[CH:14]=[CH:13][C:12]([CH2:15][N:16]2[C:28]3[C:27]4[CH:26]=[CH:25][C:24](Br)=[CH:23][C:22]=4[N:21]=[C:20]([NH2:30])[C:19]=3[N:18]=[C:17]2[CH2:31][O:32][CH2:33][CH3:34])=[CH:11][CH:10]=1)([CH3:4])([CH3:3])[CH3:2].B1([C:42]2[CH:47]=[CH:46][CH:45]=[N:44][CH:43]=2)OCCCO1.C(O)CC.C(=O)([O-])[O-].[Na+].[Na+]>C1(P(C2C=CC=CC=2)C2C=CC=CC=2)C=CC=CC=1.O>[C:1]([O:5][C:6](=[O:35])[NH:7][CH2:8][C:9]1[CH:14]=[CH:13][C:12]([CH2:15][N:16]2[C:28]3[C:27]4[CH:26]=[CH:25][C:24]([C:42]5[CH:43]=[N:44][CH:45]=[CH:46][CH:47]=5)=[CH:23][C:22]=4[N:21]=[C:20]([NH2:30])[C:19]=3[N:18]=[C:17]2[CH2:31][O:32][CH2:33][CH3:34])=[CH:11][CH:10]=1)([CH3:4])([CH3:3])[CH3:2] |f:3.4.5|. Procedure details: tert-Butyl[4-(4-amino-7-bromo-2-ethoxymethyl-1H-imidazo[4,5-c]quinolin-1-ylmethyl)benzyl]carbamate (1.15 g, 2.1 mmol), triphenylphosphine (0.005 g), pyridine-3-boronic acid 1,3-propanediol cyclic ester (0.365 g, 2.2 mmol), and n-propanol (3.67 mL) were combined. Aqueous sodium carbonate (2M, 1.12 mL) and water (0.6 mL) were added to the mixture and the flask was flushed with nitrogen. Palladium(II) acetate (0.0013 g) in toluene (0.200 mL) was added, and the flask was again flushed with nitrogen....